From a dataset of the Open Reaction Database (ORD), a public repository of structured organic reaction records. describe an organic reaction: reactants, conditions, products, and yield Starting materials: COC(=O)CCC(CCCCNS(=O)(=O)c1ccc(Cl)cc1)CCCc1cccnc1, [Na+], C1COCCO1, [OH-]. Yields the product O=C(O)CCC(CCCCNS(=O)(=O)c1ccc(Cl)cc1)CCCc1cccnc1. RXN SMILES: [Cl:1][c:2]1[cH:3][cH:4][c:5]([S:8](=[O:9])(=[O:10])[NH:11][CH2:12][CH2:13][CH2:14][CH2:15][CH:16]([CH2:17][CH2:18][C:19](=[O:20])[O:21][CH3:22])[CH2:23][CH2:24][CH2:25][c:26]2[cH:27][n:28][cH:29][cH:30][cH:31]2)[cH:6][cH:7]1.[Na+:33].[O:34]1[CH2:35][CH2:36][O:37][CH2:38][CH2:39]1.[OH-:32]>>[Cl:1][c:2]1[cH:3][cH:4][c:5]([S:8](=[O:9])(=[O:10])[NH:11][CH2:12][CH2:13][CH2:14][CH2:15][CH:16]([CH2:17][CH2:18][C:19](=[O:20])[OH:21])[CH2:23][CH2:24][CH2:25][c:26]2[cH:27][n:28][cH:29][cH:30][cH:31]2)[cH:6][cH:7]1.